From a dataset of the Open Reaction Database (ORD), a public repository of structured organic reaction records. describe an organic reaction: reactants, conditions, products, and yield Reaction conditions: temperature 50 celsius, time 30 minute. As a reaction SMILES: [N+:1]([C:4]1[CH:11]=[CH:10][CH:9]=[C:8]([N+:12]([O-:14])=[O:13])[C:5]=1[C:6]#[N:7])([O-])=O.N1[CH2:20][CH2:19][CH2:18][CH2:17][CH2:16]1.O>CN(C)C=O>[N+:12]([C:8]1[CH:9]=[CH:10][CH:11]=[C:4]([N:1]2[CH2:20][CH2:19][CH2:18][CH2:17][CH2:16]2)[C:5]=1[C:6]#[N:7])([O-:14])=[O:13]. Starting materials: N1CCCCC1 (piperidine), [N+](=O)([O-])C1=C(C#N)C(=CC=C1)[N+](=O)[O-] (2,6-dinitrobenzonitrile), O (water). Product: [N+](=O)([O-])C1=C(C#N)C(=CC=C1)N1CCCCC1 (2-nitro-6-piperidinobenzonitrile). Reported procedure: 5.8 g of 2,6-dinitrobenzonitrile was dissolved in 30 ml of dimethylformamide, and 10.2 ml of piperidine was added to the solution. The mixture was stirred at 50° C. for 30 minutes while externally cooling because of heat generation. The reaction mixture was poured into water, and the precipitate thus formed was collected, washed with water and then with methanol, and dried to obtain 6.7 of 2-nitro-6-piperidinobenzonitrile (melting point: 122°-123° C.). The solvent is CN(C=O)C (dimethylformamide).